From a dataset of the Open Reaction Database (ORD), a public repository of structured organic reaction records. describe an organic reaction: reactants, conditions, products, and yield Starting materials: CO (MeOH), O (H2O), O[Li].O (LiOH.H2O), COC(CN1C([C@H](CN(C2=C1C=CC=C2)C(CCC2=CC=CC=C2)=O)NC(C2=CC=CC=C2)=O)=O)=O ((3S)-2-Oxo-3-benzoylamino-5-(3-phenylpropionyl) -2,3,4,5-tetrahydro-1H-1,5-benzodiazepine-1-acetic acid methyl ester). Run in C1CCOC1 (THF). Conditions: time 64 hour. Yields the product O=C1C(CN(C2=C(N1CC(=O)O)C=CC=C2)C(CCC2=CC=CC=C2)=O)NC(C2=CC=CC=C2)=O (2-Oxo-3-benzoylamino-5-(3-phenylpropionyl)-2,3,4,5-tetrahydro-1H-1,5-benzodiazepine-1-acetic acid). Yield: 19.0%. Reaction SMILES: C[O:2][C:3](=[O:36])[CH2:4][N:5]1[C:11]2[CH:12]=[CH:13][CH:14]=[CH:15][C:10]=2[N:9]([C:16](=[O:25])[CH2:17][CH2:18][C:19]2[CH:24]=[CH:23][CH:22]=[CH:21][CH:20]=2)[CH2:8][C@H:7]([NH:26][C:27](=[O:34])[C:28]2[CH:33]=[CH:32][CH:31]=[CH:30][CH:29]=2)[C:6]1=[O:35].CO.O.O[Li].O>C1COCC1>[O:35]=[C:6]1[N:5]([CH2:4][C:3]([OH:36])=[O:2])[C:11]2[CH:12]=[CH:13][CH:14]=[CH:15][C:10]=2[N:9]([C:16](=[O:25])[CH2:17][CH2:18][C:19]2[CH:20]=[CH:21][CH:22]=[CH:23][CH:24]=2)[CH2:8][CH:7]1[NH:26][C:27](=[O:34])[C:28]1[CH:29]=[CH:30][CH:31]=[CH:32][CH:33]=1 |f:3.4|. Procedure: (3S)-2-Oxo-3-benzoylamino-5-(3-phenylpropionyl)-2,3,4,5-tetrahydro-1H-1,5-benzo diazepine-1-acetic acid methyl ester (602a; 1.25 g, 2.57 mmol) was dissolved in 11 ml of THF, MeOH and H2O (5:5:1) and treated with LiOH.H2O (42 mg, 0.62 mmol) stirred at RT for 64 h. The reaction was concentrated in vacuo, diluted with H2O and acidified with aq. 1N HCl to give 230 mg of 603a as a white solid. Reactants: C(C)(=O)Cl (acetyl chloride), C(C)(=O)Cl (Acetyl chloride), NC1=CC=C(C=C1)C1=NC(=C(C#N)C(=C1)Cl)C1=CC=C(C=C1)OC1=CC=CC=C1 (6-(4-aminophenyl)-4-chloro-2-(4-phenoxyphenyl)nicotinonitrile), CCN(C(C)C)C(C)C (Hunig's base). The solvent is ClCCl (dichloromethane). Conditions: time 90 minute. Product: ClC1=CC(=NC(=C1C#N)C1=CC=C(C=C1)OC1=CC=CC=C1)C1=CC=C(C=C1)NC(C)=O (N-(4-(4-chloro-5-cyano-6-(4-phenoxyphenyl)pyridin-2-yl)phenyl)acetamide). The yield is 46.8%. RXN SMILES: [C:1](Cl)(=[O:3])[CH3:2].[NH2:5][C:6]1[CH:11]=[CH:10][C:9]([C:12]2[CH:19]=[C:18]([Cl:20])[C:15]([C:16]#[N:17])=[C:14]([C:21]3[CH:26]=[CH:25][C:24]([O:27][C:28]4[CH:33]=[CH:32][CH:31]=[CH:30][CH:29]=4)=[CH:23][CH:22]=3)[N:13]=2)=[CH:8][CH:7]=1.CCN(C(C)C)C(C)C>ClCCl>[Cl:20][C:18]1[C:15]([C:16]#[N:17])=[C:14]([C:21]2[CH:26]=[CH:25][C:24]([O:27][C:28]3[CH:29]=[CH:30][CH:31]=[CH:32][CH:33]=3)=[CH:23][CH:22]=2)[N:13]=[C:12]([C:9]2[CH:8]=[CH:7][C:6]([NH:5][C:1](=[O:3])[CH3:2])=[CH:11][CH:10]=2)[CH:19]=1. Procedure details: Acetyl chloride (0.013 mL, 0.181 mmol) was added to a suspension of 6-(4-aminophenyl)-4-chloro-2-(4-phenoxyphenyl)nicotinonitrile (48 mg, 0.121 mmol, from Step 3 of Example 199) and Hunig's base (0.084 mL, 0.483 mmol) in dichloromethane (1 mL) at room temperature. After 90 min at room temperature, additional acetyl chloride (0.05 mL) was added. After additional 23 h, the reaction was stopped and the mixture purified by silica gel chromatography, eluting with 0-60% ethyl acetate in hexanes, to gi... Yields the product OC(COCCCl)c1ccc2cc(OCc3ccccc3)ccc2c1. Reactants: O=Cc1ccc2cc(OCc3ccccc3)ccc2c1, CCOC(C)=O, CC(C)OC(C)C, [Cl-], [Cl-], [Mg+]COCCCl, Cl, [NH4+], C1CCOC1, O. Reaction SMILES: [CH2:1]([c:2]1[cH:3][cH:4][cH:5][cH:6][cH:7]1)[O:8][c:9]1[cH:10][c:11]2[cH:12][cH:13][c:14]([CH:19]=[O:20])[cH:15][c:16]2[cH:17][cH:18]1.[CH3:43][CH2:44][O:45][C:46](=[O:47])[CH3:48].[CH:31]([O:32][CH:33]([CH3:34])[CH3:35])([CH3:36])[CH3:37].[Cl-:21].[Cl-:28].[Cl:22][CH2:23][CH2:24][O:25][CH2:26][Mg+:27].[ClH:30].[NH4+:29].[O:38]1[CH2:39][CH2:40][CH2:41][CH2:42]1.[OH2:49]>>[CH2:1]([c:2]1[cH:3][cH:4][cH:5][cH:6][cH:7]1)[O:8][c:9]1[cH:10][c:11]2[cH:12][cH:13][c:14]([CH:19]([OH:20])[CH2:26][O:25][CH2:24][CH2:23][Cl:22])[cH:15][c:16]2[cH:17][cH:18]1. Reactants: CNC(=O)C1OC(n2cnc3c(NCc4cc(Cl)ccc4OCC(=O)OC(C)(C)C)ncnc32)C(O)C1N=[N+]=[N-], O=C(O)C(F)(F)F. Product: CNC(=O)C1OC(n2cnc3c(NCc4cc(Cl)ccc4OCC(=O)O)ncnc32)C(O)C1N=[N+]=[N-]. RXN SMILES: [C:1]([CH3:2])([CH3:3])([CH3:4])[O:5][C:6]([CH2:7][O:8][c:9]1[c:10]([CH2:16][NH:17][c:18]2[c:19]3[n:20][cH:21][n:22]([CH:27]4[O:28][CH:29]([C:36]([NH:37][CH3:38])=[O:39])[CH:30]([N:33]=[N+:34]=[N-:35])[CH:31]4[OH:32])[c:23]3[n:24][cH:25][n:26]2)[cH:11][c:12]([Cl:15])[cH:13][cH:14]1)=[O:40].[OH:41][C:42]([C:43]([F:44])([F:45])[F:46])=[O:47]>>[O:5]=[C:6]([CH2:7][O:8][c:9]1[c:10]([CH2:16][NH:17][c:18]2[c:19]3[n:20][cH:21][n:22]([CH:27]4[O:28][CH:29]([C:36]([NH:37][CH3:38])=[O:39])[CH:30]([N:33]=[N+:34]=[N-:35])[CH:31]4[OH:32])[c:23]3[n:24][cH:25][n:26]2)[cH:11][c:12]([Cl:15])[cH:13][cH:14]1)[OH:40]. Product: COc1ccc([N+](=O)[O-])cc1C(C)C. As a reaction SMILES: [CH3:22][C:23](=[O:24])[CH3:25].[CH:1]([CH3:2])([CH3:3])[c:4]1[c:5]([OH:13])[cH:6][cH:7][c:8]([N+:10](=[O:11])[O-:12])[cH:9]1.[I:20][CH3:21].[K+:14].[K+:15].[O-:16][C:17]([O-:18])=[O:19]>>[CH:1]([CH3:2])([CH3:3])[c:4]1[c:5]([O:13][CH3:17])[cH:6][cH:7][c:8]([N+:10](=[O:11])[O-:12])[cH:9]1. Reactants: CC(C)=O, CC(C)c1cc([N+](=O)[O-])ccc1O, CI, [K+], [K+], O=C([O-])[O-]. Starting materials: [BH4-], CO, [Na+], CCOC(=O)C1=NOC(c2ccccc2)C1. Product: OCC1=NOC(c2ccccc2)C1. As a reaction SMILES: [BH4-:17].[CH3:19][OH:20].[Na+:18].[c:1]1([CH:7]2[CH2:8][C:9]([C:12](=[O:13])[O:14][CH2:15][CH3:16])=[N:10][O:11]2)[cH:2][cH:3][cH:4][cH:5][cH:6]1>>[c:1]1([CH:7]2[CH2:8][C:9]([CH2:12][OH:13])=[N:10][O:11]2)[cH:2][cH:3][cH:4][cH:5][cH:6]1. The reactants are CC1(C)CNC(=O)CC(C)(C)N1, Cc1ccc(N=C=O)cc1. Product: Cc1ccc(NC(=O)N2CC(C)(C)NC(C)(C)CC2=O)cc1. As a reaction SMILES: [CH3:1][C:2]1([CH3:12])[NH:3][C:4]([CH3:10])([CH3:11])[CH2:5][C:6](=[O:9])[NH:7][CH2:8]1.[c:13]1([CH3:22])[cH:14][cH:15][c:16]([N:19]=[C:20]=[O:21])[cH:17][cH:18]1>>[CH3:1][C:2]1([CH3:12])[NH:3][C:4]([CH3:10])([CH3:11])[CH2:5][C:6](=[O:9])[N:7]([C:20]([NH:19][c:16]2[cH:15][cH:14][c:13]([CH3:22])[cH:18][cH:17]2)=[O:21])[CH2:8]1. Starting materials: C(C1=CC=CC=C1)(=O)O (benzoic acid), COC=1C=C(C(=O)O)C=C(C1OC)OC (3,4,5-trimethoxybenzoic acid), C(C)(C)(C)OC(CN(C1CC2=CC=CC=C2C1)C([C@H](C(C)C)NC(C1=CC=CC=C1)=O)=O)=O (((2(S)-Benzoylamino-3-methylbutyryl)indan-2-ylamino)acetic Acid t-Butyl Ester), compound 724. Product: COC=1C=C(C(=O)N[C@H](C(=O)N(C2CC3=CC=CC=C3C2)CC(=O)O)C(C)C)C=C(C1OC)OC (((2(S)-(3,4,5-Trimethoxybenzoylamino)-3-methylbutyryl)indan-2-ylamino)acetic Acid). Reaction SMILES: C(O)(=O)C1C=CC=CC=1.[CH3:10][O:11][C:12]1[CH:13]=[C:14]([CH:18]=[C:19]([O:23][CH3:24])[C:20]=1[O:21][CH3:22])[C:15]([OH:17])=O.C([O:29][C:30](=[O:57])[CH2:31][N:32]([C:42](=[O:56])[C@@H:43]([NH:47]C(=O)C1C=CC=CC=1)[CH:44]([CH3:46])[CH3:45])[CH:33]1[CH2:41][C:40]2[C:35](=[CH:36][CH:37]=[CH:38][CH:39]=2)[CH2:34]1)(C)(C)C>>[CH3:24][O:23][C:19]1[CH:18]=[C:14]([CH:13]=[C:12]([O:11][CH3:10])[C:20]=1[O:21][CH3:22])[C:15]([NH:47][C@@H:43]([CH:44]([CH3:46])[CH3:45])[C:42]([N:32]([CH2:31][C:30]([OH:57])=[O:29])[CH:33]1[CH2:41][C:40]2[C:35](=[CH:36][CH:37]=[CH:38][CH:39]=2)[CH2:34]1)=[O:56])=[O:17]. Procedure: Compound 730 was prepared by a method similar to the method used to prepare compound 724, except benzoic acid is replaced with 3,4,5-trimethoxybenzoic acid in the preparation of 723. ##STR109##